From a dataset of the Open Reaction Database (ORD), a public repository of structured organic reaction records. describe an organic reaction: reactants, conditions, products, and yield Reactants: NC1=C(C(=O)N(C)C(C)C)C=CC=C1 (2-Amino-N-isopropyl-N-methylbenzamide), CNC(C)C (N-methylisopropylamine), C1=2C(=O)OC(NC1=CC=CC2)=O (isatoic anhydride). Yields the product N1C(=NCC1)CNC1=C(C(=O)N(C)C(C)C)C=CC=C1 (2-[(4,5-dihydro-1H-imidazol-2-ylmethyl)amino]-N-isopropyl-N-methylbenzamide). Reaction SMILES: [NH2:1][C:2]1[CH:14]=[CH:13][CH:12]=[CH:11][C:3]=1[C:4]([N:6]([CH:8]([CH3:10])[CH3:9])[CH3:7])=[O:5].[CH3:15][NH:16][CH:17]([CH3:19])C.C12C(=CC=CC=1)[NH:25][C:24](=O)OC2=O>>[NH:16]1[CH2:15][CH2:24][N:25]=[C:17]1[CH2:19][NH:1][C:2]1[CH:14]=[CH:13][CH:12]=[CH:11][C:3]=1[C:4]([N:6]([CH:8]([CH3:10])[CH3:9])[CH3:7])=[O:5]. Reported procedure: 2-Amino-N-isopropyl-N-methylbenzamide (prepared from N-methylisopropylamine and isatoic anhydride, using the methods described in Example 17) and CMI were reacted using conditions described in the general procedure for CMI coupling to give 2-[(4,5-dihydro-1H-imidazol-2-ylmethyl)amino]-N-isopropyl-N-methylbenzamide. Starting materials: FC1=CC=C(N)C=C1 (4-fluoroaniline), CC1=CC(=NC(=N1)Cl)N1C(C2=CC=CC=C2CC1)C (6-methyl-4-(1-methyl-1,2,3,4-tetrahydroisoquinolin-2-yl)-2-chloropyrimidine). The solvent is CN(C=O)C (dimethylformamide). Product: Cl.CC1=CC(=NC(=N1)NC1=CC=C(C=C1)F)N1C(C2=CC=CC=C2CC1)C (6-methyl-4-(1-methyl-1,2,3,4-tetrahydroisoquinolin-2-yl)-2-(4-fluorophenylamino)pyrimidine hydrochloride). Yield: 70.9%. As a reaction SMILES: [F:1][C:2]1[CH:8]=[CH:7][C:5]([NH2:6])=[CH:4][CH:3]=1.[CH3:9][C:10]1[N:15]=[C:14]([Cl:16])[N:13]=[C:12]([N:17]2[CH2:26][CH2:25][C:24]3[C:19](=[CH:20][CH:21]=[CH:22][CH:23]=3)[CH:18]2[CH3:27])[CH:11]=1>CN(C)C=O>[ClH:16].[CH3:9][C:10]1[N:15]=[C:14]([NH:6][C:5]2[CH:7]=[CH:8][C:2]([F:1])=[CH:3][CH:4]=2)[N:13]=[C:12]([N:17]2[CH2:26][CH2:25][C:24]3[C:19](=[CH:20][CH:21]=[CH:22][CH:23]=3)[CH:18]2[CH3:27])[CH:11]=1 |f:3.4|. Procedure details: After 4-fluoroaniline(0.8 ml, 8.4 mmol) was added to a mixture solution of 6-methyl-4-(1-methyl-1,2,3,4-tetrahydroisoquinolin-2-yl)-2-chloropyrimidine(1.5 g, 5.5 mmol) and dimethylformamide (10 ml), 1.5 g of the title compound was obtained in accordance with the same procedure as in Step 2 of Example 1. Reaction SMILES: [CH3:1][C:2]1[CH:3]=[C:4]([CH:18]=[CH:19][C:20]=1[CH3:21])[C:5]([C:7]1[C:16](=[O:17])[C:15]2[C:10](=[CH:11][CH:12]=[CH:13][CH:14]=2)[NH:9][CH:8]=1)=[O:6].[H-].[Na+].Br[CH2:25][C:26]1[CH:31]=[CH:30][CH:29]=[C:28]([F:32])[N:27]=1>CN(C)C=O>[CH3:1][C:2]1[CH:3]=[C:4]([CH:18]=[CH:19][C:20]=1[CH3:21])[C:5]([C:7]1[C:16](=[O:17])[C:15]2[C:10](=[CH:11][CH:12]=[CH:13][CH:14]=2)[N:9]([CH2:25][C:26]2[CH:31]=[CH:30][CH:29]=[C:28]([F:32])[N:27]=2)[CH:8]=1)=[O:6] |f:1.2|. Product: CC=1C=C(C(=O)C2=CN(C3=CC=CC=C3C2=O)CC2=NC(=CC=C2)F)C=CC1C (3-(3,4-Dimethyl-benzoyl)-1-(6-fluoro-pyridin-2-ylmethyl)-1H-quinolin-4-one). Reported procedure: Experimental conditions analogous to those described for Step 3 of Example 1, from 49 mg (0.18 mmol) of 3-(3,4-dimethyl-benzoyl)-1H-quinolin-4-one, 8 mg (0.21 mmol) of 60% sodium hydride, 40 mg (0.21 mmol) 2-bromomethyl-6-fluoro-pyridine and 0.8 mL of N,N-dimethylformamide. Yield: 28 mg of a white solid: LC-MSD, m/z for C24H19FN2O2 [M+H]+=387.3; HPLC retention time: 2.6 min. Reactants: CC=1C=C(C(=O)C2=CNC3=CC=CC=C3C2=O)C=CC1C (3-(3,4-dimethyl-benzoyl)-1H-quinolin-4-one), white solid, [H-].[Na+] (sodium hydride), BrCC1=NC(=CC=C1)F (2-bromomethyl-6-fluoro-pyridine). The solvent is CN(C=O)C (N,N-dimethylformamide). Starting materials: C1(C=2C(C(N1[C@H](C(=O)O)CCCCO)=O)=CC=CC2)=O ((S)-2-phthalimido-6-hydroxyhexanoic acid), OC1=CC=CC=2NN=NC21 (hydroxybenzotriazole), C(C)N=C=NCCCN(C)C (1-ethyl-3-(3-dimethylaminopropyl)carbodiimide), Cl.C(C)OC([C@@H](N)CC1=CC=CC=C1)=O (L-phenylalanine ethyl ester hydrochloride salt), CN1CCOCC1 (4-methylmorpholine). The solvent is CN(C=O)C (dimethylformamide). Reaction conditions: time 5 minute. Yields the product C1(C=2C(C(N1C(C(=O)N[C@H](CC1=CC=CC=C1)C(=O)OCC)CCCCO)=O)=CC=CC2)=O ((R*)-N-(2-Phthalimido-6-hydroxy-1-oxohexyl)-L-phenylalanine, ethyl ester). Reaction SMILES: Cl.[CH2:2]([O:4][C:5](=[O:15])[C@H:6]([CH2:8][C:9]1[CH:14]=[CH:13][CH:12]=[CH:11][CH:10]=1)[NH2:7])[CH3:3].CN1CCOCC1.[C:23]1(=[O:42])[N:27]([C@@H:28]([CH2:32][CH2:33][CH2:34][CH2:35][OH:36])[C:29](O)=[O:30])[C:26](=[O:37])[C:25]2=[CH:38][CH:39]=[CH:40][CH:41]=[C:24]12.OC1C2N=NNC=2C=CC=1.C(N=C=NCCCN(C)C)C>CN(C)C=O>[C:26]1(=[O:37])[N:27]([CH:28]([CH2:32][CH2:33][CH2:34][CH2:35][OH:36])[C:29]([NH:7][C@@H:6]([C:5]([O:4][CH2:2][CH3:3])=[O:15])[CH2:8][C:9]2[CH:14]=[CH:13][CH:12]=[CH:11][CH:10]=2)=[O:30])[C:23](=[O:42])[C:24]2=[CH:41][CH:40]=[CH:39][CH:38]=[C:25]12 |f:0.1|. Procedure: To a solution of L-phenylalanine ethyl ester hydrochloride salt (998 mg., 4.3 mmol) in dimethylformamide (10 mL.) was added with 4-methylmorpholine (575 μl, 529 mg., 5.2 mmol.). After stirring at room temperature for 5 minutes, the solution was cooled to 0° C. and treated successively with (S)-2-phthalimido-6-hydroxyhexanoic acid (1.002 g., 3.6 mmol.), hydroxybenzotriazole (582 mg., 4.3 mmol.) and 1-ethyl-3-(3-dimethylaminopropyl)carbodiimide (770 mg., 4.0 mmol.). The resulting mixture was stirr... The reactants are CC(=O)N(CC1CN(c2ccc(N3Cc4cn(C)nc4C3)c(F)c2)C(=O)O1)C(=O)OCOC(=O)CN(C)C(=O)OC(C)(C)C, CCOCC, ClCCl, Cl. Yields the product CNCC(=O)OCOC(=O)N(CC1CN(c2ccc(N3Cc4cn(C)nc4C3)c(F)c2)C(=O)O1)C(C)=O. Reaction SMILES: [C:1]([CH3:2])(=[O:3])[N:4]([C:5](=[O:6])[O:7][CH2:8][O:9][C:10]([CH2:11][N:12]([CH3:13])[C:14]([O:15][C:16]([CH3:17])([CH3:18])[CH3:19])=[O:20])=[O:21])[CH2:22][CH:23]1[CH2:24][N:25]([c:29]2[cH:30][c:31]([F:44])[c:32]([N:35]3[CH2:36][c:37]4[n:38][n:39]([CH3:43])[cH:40][c:41]4[CH2:42]3)[cH:33][cH:34]2)[C:26](=[O:28])[O:27]1.[CH3:46][CH2:47][O:48][CH2:49][CH3:50].[Cl:51][CH2:52][Cl:53].[ClH:45]>>[C:1]([CH3:2])(=[O:3])[N:4]([C:5](=[O:6])[O:7][CH2:8][O:9][C:10]([CH2:11][NH:12][CH3:13])=[O:21])[CH2:22][CH:23]1[CH2:24][N:25]([c:29]2[cH:30][c:31]([F:44])[c:32]([N:35]3[CH2:36][c:37]4[n:38][n:39]([CH3:43])[cH:40][c:41]4[CH2:42]3)[cH:33][cH:34]2)[C:26](=[O:28])[O:27]1. Starting materials: CC(C)(C)OC(=O)n1c(B(O)O)cc2ccccc21, O=C([O-])[O-], COCCOC, CCOC(C)=O, COc1nnc(Cl)cc1I, [K+], [K+], CC(=O)[O-], CC(=O)[O-], O, [Pd+2], c1ccc(P(c2ccccc2)c2ccccc2)cc1. Reaction SMILES: [C:11]([CH3:12])([CH3:13])([CH3:14])[O:15][C:16](=[O:17])[n:18]1[c:19]([B:27]([OH:28])[OH:29])[cH:20][c:21]2[cH:22][cH:23][cH:24][cH:25][c:26]12.[C:30](=[O:31])([O-:32])[O-:33].[CH3:55][O:56][CH2:57][CH2:58][O:59][CH3:60].[CH3:71][CH2:72][O:73][C:74](=[O:75])[CH3:76].[Cl:1][c:2]1[cH:3][c:4]([I:10])[c:5]([O:8][CH3:9])[n:6][n:7]1.[K+:34].[K+:35].[O-:63][C:64]([CH3:65])=[O:66].[O-:67][C:68]([CH3:69])=[O:70].[OH2:61].[Pd+2:62].[c:36]1([P:37]([c:38]2[cH:39][cH:40][cH:41][cH:42][cH:43]2)[c:44]2[cH:45][cH:46][cH:47][cH:48][cH:49]2)[cH:50][cH:51][cH:52][cH:53][cH:54]1>>[Cl:1][c:2]1[cH:3][c:4](-[c:19]2[n:18]([C:16]([O:15][C:11]([CH3:12])([CH3:13])[CH3:14])=[O:17])[c:26]3[c:21]([cH:20]2)[cH:22][cH:23][cH:24][cH:25]3)[c:5]([O:8][CH3:9])[n:6][n:7]1. Product: COc1nnc(Cl)cc1-c1cc2ccccc2n1C(=O)OC(C)(C)C. Starting materials: COC=1C=C(C=CC1OC)C(=CC(=O)OC)C1=CC(=C(C=C1)OC)OC (methyl 3,3-bis-(3,4-dimethoxyphenyl)acrylate), C(C)OP(OCC)(=O)CC#N (diethylcyanomethylphosphonate), C[Si]([N-][Si](C)(C)C)(C)C.[Li+] (lithium hexamethyldisilazide), C(C)C=1C=C(C(=O)C2=CC=CC=C2)C=CC1CC (3,4-diethylbenzophenone). Solvent: CCCCCC (hexane). The product is C(C)C=1C=C(C=CC1CC)C(=CC#N)C1=CC=CC=C1 (3-(3,4-Diethylphenyl)-3-phenylacrylonitrile), mixture. Yield: 57.0%. RXN SMILES: COC1C=C(C(C2C=CC(OC)=C(OC)C=2)=CC(OC)=O)C=CC=1OC.[CH2:27]([C:29]1[CH:30]=[C:31]([CH:40]=[CH:41][C:42]=1[CH2:43][CH3:44])[C:32]([C:34]1[CH:39]=[CH:38][CH:37]=[CH:36][CH:35]=1)=O)[CH3:28].C(OP([CH2:53][C:54]#[N:55])(=O)OCC)C.C[Si](C)(C)[N-][Si](C)(C)C.[Li+]>CCCCCC>[CH2:27]([C:29]1[CH:30]=[C:31]([C:32]([C:34]2[CH:39]=[CH:38][CH:37]=[CH:36][CH:35]=2)=[CH:53][C:54]#[N:55])[CH:40]=[CH:41][C:42]=1[CH2:43][CH3:44])[CH3:28] |f:3.4|. Procedure details: 3-(3,4-Diethylphenyl)-3-phenylacrylonitrile was prepared analogously to methyl 3,3-bis-(3,4-dimethoxyphenyl)acrylate using 3,4-diethylbenzophenone (0.95 g, 4 mmol), diethylcyanomethylphosphonate (0.73 mL, 4.4 mmol) and lithium hexamethyldisilazide (3.4 mL, 4.4 mmol, 1.3M) with a reaction time of 2 hours at room temperature. The crude product was purified by flash chromatography (silica gel, 8% ethyl acetate/methylene chloride) to afford an oil which was stirred in hexane until it solidified. The...